From a dataset of the Open Reaction Database (ORD), a public repository of structured organic reaction records. describe an organic reaction: reactants, conditions, products, and yield The reactants are CC1(C)COC(c2ccc(OCCCC3CCN(Cc4ccccc4)CC3)cc2)=N1, CO, [H][H]. Product: CC1(C)COC(c2ccc(OCCCC3CCNCC3)cc2)=N1. As a reaction SMILES: [CH3:1][C:2]1([CH3:30])[N:3]=[C:4]([c:7]2[cH:8][cH:9][c:10]([O:11][CH2:12][CH2:13][CH2:14][CH:15]3[CH2:16][CH2:17][N:18]([CH2:21][c:22]4[cH:23][cH:24][cH:25][cH:26][cH:27]4)[CH2:19][CH2:20]3)[cH:28][cH:29]2)[O:5][CH2:6]1.[CH3:33][OH:34].[H:31][H:32]>>[CH3:1][C:2]1([CH3:30])[N:3]=[C:4]([c:7]2[cH:8][cH:9][c:10]([O:11][CH2:12][CH2:13][CH2:14][CH:15]3[CH2:16][CH2:17][NH:18][CH2:19][CH2:20]3)[cH:28][cH:29]2)[O:5][CH2:6]1. Starting materials: [Al+3], [Cl-], [Cl-], [Cl-], Cc1cccc(C)c1OC(=O)Cl, O=C=O, O. Product: Cc1cccc(C)c1Cl. RXN SMILES: [Al+3:2].[Cl-:1].[Cl-:3].[Cl-:4].[Cl:5][C:6]([O:7][c:9]1[c:10]([CH3:16])[cH:11][cH:12][cH:13][c:14]1[CH3:15])=[O:8].[O:17]=[C:18]=[O:19].[OH2:20]>>[Cl:1][c:9]1[c:10]([CH3:16])[cH:11][cH:12][cH:13][c:14]1[CH3:15]. The reactants are [OH-].[Na+] (NaOH), Cl (HCl), NC1=CC=C2C=CC(=CC2=C1)C(=O)NC=1C=C(C(=O)OC)C=CC1 (methyl 3-[(7-amino-2-naphthyl)carbonylamino]benzoate), C1CCOC1 (THF), ClC(Cl)(OC(OC(Cl)(Cl)Cl)=O)Cl (triphosgene), C1CCOC1 (THF). The solvent is O (water), O (water). The product is COC(=O)C=1C=C(C=CC1)NC(=O)C1=CC=C2C=CC(=CC2=C1)NC(=O)NC1=CC=C2C=CC(=CC2=C1)C(=O)NC=1C=C(C(=O)OC)C=CC1 (methyl 3-[(7-{[N-(7-{N-[3-(methoxycarbonyl)phenyl]carbamoyl}-2-naphthyl)carbamoyl]amino}-2-naphthyl)carbonylamino]benzoate). Reaction SMILES: [NH2:1][C:2]1[CH:11]=[C:10]2[C:5]([CH:6]=[CH:7][C:8]([C:12]([NH:14][C:15]3[CH:16]=[C:17]([CH:22]=[CH:23][CH:24]=3)[C:18]([O:20][CH3:21])=[O:19])=[O:13])=[CH:9]2)=[CH:4][CH:3]=1.[OH-:25].[Na+].ClC(Cl)(O[C:31](=[O:37])[O:32][C:33](Cl)(Cl)Cl)Cl.Cl.[CH2:40]1[CH2:44][O:43][CH2:42][CH2:41]1>O>[CH3:21][O:20][C:18]([C:17]1[CH:16]=[C:15]([NH:14][C:12]([C:8]2[CH:9]=[C:10]3[C:5]([CH:4]=[CH:3][C:2]([NH:1][C:12]([NH:14][C:15]4[CH:16]=[C:42]5[C:22]([CH:17]=[CH:18][C:40]([C:44]([NH:1][C:2]6[CH:11]=[C:10]([CH:5]=[CH:4][CH:3]=6)[C:31]([O:32][CH3:33])=[O:37])=[O:43])=[CH:41]5)=[CH:23][CH:24]=4)=[O:25])=[CH:11]3)=[CH:6][CH:7]=2)=[O:13])[CH:24]=[CH:23][CH:22]=1)=[O:19] |f:1.2|. Procedure: To 21 mg (0.07 mmol) of compound 111 dissolved in 2 mL of THF and 1 mL of water was added, portionwise and alternating, a solution of 112 μL of 5 N NaOH (aqueous) in 1 mL of water followed by a solution of 28 mg (0.10 mmol) of triphosgene in 1 mL of THF. The reaction was acidified with 1N HCl and the volatiles were removed until a solid precipitate formed and a clear solution. The solid was collected by vacuum filtration to provide 21 mg of compound 113. Starting materials: CI (methyl iodide), C(C)(=O)NCCC1=C(OCCOC2CN(CCC2C2=CC=C(C=C2)OCCCOCC2=C(C=CC=C2)OC)C(=O)OC(C)(C)C)C=CC=C1 (tert-butyl 3-{2-[2-(2-acetylaminoethyl)phenoxy]ethoxy}-4-{4-[3-(2-methoxybenzyloxy)propoxy]phenyl}piperidine-1-carboxylate), [H-].[Na+] (sodium hydride). The solvent is CN(C=O)C (N,N-dimethylformamide), CN(C=O)C (N,N-dimethylformamide). Run at temperature 75 celsius, time 30 minute. Product: C(C)(=O)CNCCC1=C(OCCOC2CN(CCC2C2=CC=C(C=C2)OCCCOCC2=C(C=CC=C2)OC)C(=O)OC(C)(C)C)C=CC=C1 (tert-Butyl 3-(2-{2-[2-(acetylmethylamino)ethyl]phenoxy}ethoxy)-4-{4-[3-(2-methoxybenzyloxy)propoxy]phenyl}piperidine-1-carboxylate), SiO2. As a reaction SMILES: C([NH:4][CH2:5][CH2:6][C:7]1[CH:49]=[CH:48][CH:47]=[CH:46][C:8]=1[O:9][CH2:10][CH2:11][O:12][CH:13]1[CH:18]([C:19]2[CH:24]=[CH:23][C:22]([O:25][CH2:26][CH2:27][CH2:28][O:29][CH2:30][C:31]3[CH:36]=[CH:35][CH:34]=[CH:33][C:32]=3[O:37][CH3:38])=[CH:21][CH:20]=2)[CH2:17][CH2:16][N:15]([C:39]([O:41][C:42]([CH3:45])([CH3:44])[CH3:43])=[O:40])[CH2:14]1)(=O)C.[H-].[Na+].CI>CN(C)C=O>[C:8]([CH2:46][NH:4][CH2:5][CH2:6][C:7]1[CH:49]=[CH:48][CH:47]=[CH:46][C:8]=1[O:9][CH2:10][CH2:11][O:12][CH:13]1[CH:18]([C:19]2[CH:20]=[CH:21][C:22]([O:25][CH2:26][CH2:27][CH2:28][O:29][CH2:30][C:31]3[CH:36]=[CH:35][CH:34]=[CH:33][C:32]=3[O:37][CH3:38])=[CH:23][CH:24]=2)[CH2:17][CH2:16][N:15]([C:39]([O:41][C:42]([CH3:45])([CH3:44])[CH3:43])=[O:40])[CH2:14]1)(=[O:9])[CH3:7] |f:1.2|. Procedure: A solution of 0.099 g of tert-butyl 3-{2-[2-(2-acetylaminoethyl)phenoxy]ethoxy}-4-{4-[3-(2-methoxybenzyloxy)propoxy]phenyl}piperidine-1-carboxylate (Example 14a) in 3 ml of N,N-dimethylformamide is admixed with stirring at room temperature with 0.023 g of sodium hydride dispersion (55%). After 30 minutes at room temperature, a solution of 0.055 ml of methyl iodide in 0.4 ml of N,N-dimethylformamide is added dropwise. The reaction mixture is stirred at 75° C. over 18 hours, cooled, poured onto wa... Reactants: Cl.C(C1=CC=CC=C1)N1CCC(=C(CC1)Cl)C=O (1-benzyl-5-chloro-2,3,6,7-tetrahydro-1H-azepine-4-carbaldehyde hydrochloride), C1=CC=C(C=C1)N=C(N)N.C(=O)(O)O (phenylguanidine carbonate salt), C(C)[O-].[Na+] (sodium ethanolate). The solvent is C(C)O (ethanol). Conditions: temperature 70 celsius, time 4 hour. Yields the product C(C1=CC=CC=C1)N1CCC2=C(CC1)C=NC(=N2)NC2=CC=CC=C2 ((7-benzyl-6,7,8,9-tetrahydro-5H-pyrimido[4,5-d]azepin-2-yl)-phenyl-amine). The yield is 26.0%. Reaction SMILES: Cl.[CH2:2]([N:9]1[CH2:15][CH2:14][C:13](Cl)=[C:12]([CH:17]=O)[CH2:11][CH2:10]1)[C:3]1[CH:8]=[CH:7][CH:6]=[CH:5][CH:4]=1.[CH:19]1[CH:24]=[CH:23][C:22]([N:25]=[C:26]([NH2:28])[NH2:27])=[CH:21][CH:20]=1.C(O)(O)=O.C([O-])C.[Na+]>C(O)C>[CH2:2]([N:9]1[CH2:10][CH2:11][C:12]2[CH:17]=[N:27][C:26]([NH:25][C:22]3[CH:23]=[CH:24][CH:19]=[CH:20][CH:21]=3)=[N:28][C:13]=2[CH2:14][CH2:15]1)[C:3]1[CH:8]=[CH:7][CH:6]=[CH:5][CH:4]=1 |f:0.1,2.3,4.5|. Reported procedure: 1 g 1-benzyl-5-chloro-2,3,6,7-tetrahydro-1H-azepine-4-carbaldehyde hydrochloride was added to 1 g phenylguanidine carbonate salt and 1 g sodium ethanolate in 25 mL ethanol. The reaction was stirred 4 h at 70° C. The mixture was filtered over silica gel and the solvent was removed. The residue was purified by chromatography on silica gel (dichlormethane/MeOH/ammonia: 19/1/0.1) to yield 300 mg of the desired product. The product is ClC=1C=C(C(=O)O)C=C(C1OCCCCCCCCCCCC)Cl (3,5-Dichloro-4-dodecyloxybenzoic acid). Reaction conditions: time 15 minute. Solvent: O (water), CO (methanol), C1CCOC1 (THF). Reactants: [OH-].[K+] (Potassium hydroxide), ClC=1C=C(C(=O)OC)C=C(C1OCCCCCCCCCCCC)Cl (Methyl 3,5-dichloro-4-dodecyloxybenzoate), ice, Cl (HCl). RXN SMILES: [Cl:1][C:2]1[CH:3]=[C:4]([CH:9]=[C:10]([Cl:25])[C:11]=1[O:12][CH2:13][CH2:14][CH2:15][CH2:16][CH2:17][CH2:18][CH2:19][CH2:20][CH2:21][CH2:22][CH2:23][CH3:24])[C:5]([O:7]C)=[O:6].[OH-].[K+].Cl>CO.C1COCC1.O>[Cl:1][C:2]1[CH:3]=[C:4]([CH:9]=[C:10]([Cl:25])[C:11]=1[O:12][CH2:13][CH2:14][CH2:15][CH2:16][CH2:17][CH2:18][CH2:19][CH2:20][CH2:21][CH2:22][CH2:23][CH3:24])[C:5]([OH:7])=[O:6] |f:1.2|. Reported procedure: Methyl 3,5-dichloro-4-dodecyloxybenzoate, (˜0.78 mol, as above) was dissolved in methanol (1000 mL) and THF (500 mL). 85%-Potassium hydroxide (100 g, 1.52 mol) was dissolved in water (200 mL) and added to the solution. The starting material oiled out, but on gentle heating dissolution was achieved. After stirring at room temperature for 15 minutes the solution was poured into ice cold 2N-HCl with good stirring whereupon the product precipitated out. The white solid was filter off, washed well wi... RXN SMILES: [CH3:1][O:2][C:3]([CH2:4][O:5][c:6]1[cH:7][c:8]([Cl:35])[c:9](-[c:13]2[n:14][c:15]3[c:16]([nH:17]2)[cH:18][c:19]([C:22]([NH:23][c:24]2[n:25][c:26]4[cH:27][cH:28][cH:29][cH:30][c:31]4[cH:32][cH:33]2)=[O:34])[cH:20][cH:21]3)[c:10]([Cl:12])[cH:11]1)=[O:36].[CH3:40][OH:41].[ClH:39].[Na+:38].[OH-:37]>>[O:2]=[C:3]([CH2:4][O:5][c:6]1[cH:7][c:8]([Cl:35])[c:9](-[c:13]2[n:14][c:15]3[c:16]([nH:17]2)[cH:18][c:19]([C:22]([NH:23][c:24]2[n:25][c:26]4[cH:27][cH:28][cH:29][cH:30][c:31]4[cH:32][cH:33]2)=[O:34])[cH:20][cH:21]3)[c:10]([Cl:12])[cH:11]1)[OH:36]. Yields the product O=C(O)COc1cc(Cl)c(-c2nc3ccc(C(=O)Nc4ccc5ccccc5n4)cc3[nH]2)c(Cl)c1. The reactants are COC(=O)COc1cc(Cl)c(-c2nc3ccc(C(=O)Nc4ccc5ccccc5n4)cc3[nH]2)c(Cl)c1, CO, Cl, [Na+], [OH-]. As a reaction SMILES: [CH3:1][C:2]1([CH3:20])[C:6]2(OCC[O:7]2)[CH2:5][N:4]([C@@H:11]([C:13]2[CH:18]=[CH:17][CH:16]=[CH:15][CH:14]=2)[CH3:12])[C:3]1=[O:19].Cl.C1(C)C=CC(S(O)(=O)=O)=CC=1>CC(C)=O>[CH3:20][C:2]1([CH3:1])[C:6](=[O:7])[CH2:5][N:4]([C@@H:11]([C:13]2[CH:18]=[CH:17][CH:16]=[CH:15][CH:14]=2)[CH3:12])[C:3]1=[O:19]. The solvent is CC(=O)C (acetone). Yield: 77.4%. Starting materials: C1(=CC=C(C=C1)S(=O)(=O)O)C (p-toluenesulfonic acid), CC1(C(N(CC12OCCO2)[C@H](C)C2=CC=CC=C2)=O)C (9,9-dimethyl-8-oxo-7-[1-(R)-phenylethyl]-7-aza-1,4-dioxaspiro[4.4]nonane), Cl (hydrochloric acid), C1(=CC=C(C=C1)S(=O)(=O)O)C (p-toluenesulfonic acid). The product is CC1(C(N(CC1=O)[C@H](C)C1=CC=CC=C1)=O)C (3,3-Dimethyl-1-[1-(R)-phenylethyl]-pyrrolidin-2,4-dione). Procedure details: A mixture of 18.23 g of 9,9-dimethyl-8-oxo-7-[1-(R)-phenylethyl]-7-aza-1,4-dioxaspiro[4.4]nonane, 70 ml of 1N hydrochloric acid and 20 g of p-toluenesulfonic acid in 250 ml of acetone was heated under reflux for 20 hrs. During the reaction, 20 g of p-toluenesulfonic acid was further added. Solvent was removed under reduced pressure and the residue was extracted with chloroform. The extract was washed with a saturated sodium bicarbonate aqueous solution and dried. Solvent was removed under reduce... The reactants are NCC(C(=O)O)(COC(C(F)(F)F)(C(F)(F)F)C(F)(F)F)COC(C(F)(F)F)(C(F)(F)F)C(F)(F)F (2-Aminomethyl-3-(2,2,2-Trifluoro-1,1-Bis-Trifluoromethyl-Ethoxy)-2-(2,2,2-Trifluoro-1,1-Bis-Trifluoromethyl-Ethoxymethyl)-Propionic Acid), C([O-])([O-])=O.[Na+].[Na+] (sodium carbonate), ClC(=O)OCC1C2=CC=CC=C2C=2C=CC=CC12 (9-fluorenylmethyl chloroformate), C([O-])([O-])=O.[Na+].[Na+] (sodium carbonate). The solvent is O1CCCC1 (tetrahydrofuran), O (water). Reaction conditions: temperature 0 celsius, time 8 hour. Product: C1=CC=CC=2C3=CC=CC=C3C(C12)COC(=O)NCC(C(=O)O)(COC(C(F)(F)F)(C(F)(F)F)C(F)(F)F)COC(C(F)(F)F)(C(F)(F)F)C(F)(F)F (2-[(9H-Fluoren-9-Ylmethoxycarbonylamino)-Methyl]-3-(2,2,2-Trifluoro-1,1-Bis-Trifluoromethyl-Ethoxy)-2-(2,2,2-Trifluoro-1,1-Bis-Trifluoromethyl-Ethoxymethyl)-Propionic Acid). The yield is 95.8%. RXN SMILES: [NH2:1][CH2:2][C:3]([CH2:22][O:23][C:24]([C:33]([F:36])([F:35])[F:34])([C:29]([F:32])([F:31])[F:30])[C:25]([F:28])([F:27])[F:26])([CH2:7][O:8][C:9]([C:18]([F:21])([F:20])[F:19])([C:14]([F:17])([F:16])[F:15])[C:10]([F:13])([F:12])[F:11])[C:4]([OH:6])=[O:5].C(=O)([O-])[O-].[Na+].[Na+].Cl[C:44]([O:46][CH2:47][CH:48]1[C:60]2[CH:59]=[CH:58][CH:57]=[CH:56][C:55]=2[C:54]2[C:49]1=[CH:50][CH:51]=[CH:52][CH:53]=2)=[O:45]>O1CCCC1.O>[CH:59]1[C:60]2[CH:48]([CH2:47][O:46][C:44]([NH:1][CH2:2][C:3]([CH2:7][O:8][C:9]([C:10]([F:13])([F:12])[F:11])([C:14]([F:17])([F:16])[F:15])[C:18]([F:19])([F:21])[F:20])([CH2:22][O:23][C:24]([C:29]([F:30])([F:31])[F:32])([C:25]([F:26])([F:27])[F:28])[C:33]([F:34])([F:35])[F:36])[C:4]([OH:6])=[O:5])=[O:45])[C:49]3[C:54](=[CH:53][CH:52]=[CH:51][CH:50]=3)[C:55]=2[CH:56]=[CH:57][CH:58]=1 |f:1.2.3|. Reported procedure: To a stirred solution of amino acid 1 (10.1 g, 17.2 mmol) in tetrahydrofuran (100 mL) and water (100 mL) was added sodium carbonate (4.6 g, 42.9 mmol). After all the sodium carbonate was dissolved, the resulting mixture was cooled to 0° C. and 9-fluorenylmethyl chloroformate (6.7 g, 25.9 mol) was added in three portions. The resulted reaction mixture was stirred at room temperature overnight. The solvent was removed under vacuo and the residue was purified by flash column chromatography on silic...